This data is from the Open Reaction Database (ORD), a public repository of structured organic reaction records. The task is: describe an organic reaction: reactants, conditions, products, and yield Starting materials: [Si](C)(C)(C(C)(C)C)O[C@H]1C[C@@H](O[C@@H]1COS(NC(C1=C(C=CC=C1)O)=O)(=O)=O)N1C=NC=2C(N)=NC=NC12 (3′-O-tert-butyldimethylsilyl-2′-deoxy-5′-O—[N-(2-hydroxybenzoyl)sulfamoyl]-adenosine), CCCC[N+](CCCC)(CCCC)CCCC.[F-] (TBAF). Solvent: C1CCOC1 (THF). Conditions: time 3 hour. Yields the product C(C)[NH+](CC)CC.OC1=C(C(=O)NS(=O)(=O)OC[C@@H]2[C@H](C[C@@H](O2)N2C=NC=3C(N)=NC=NC23)O)C=CC=C1 (2′-Deoxy-5′-O—[N-(2-hydroxybenzoyl)sulfamoyl]-adenosine triethylammonium salt). Yield: 50.0%. Reaction SMILES: [Si]([O:8][C@@H:9]1[C@@H:13]([CH2:14][O:15][S:16](=[O:28])(=[O:27])[NH:17][C:18](=[O:26])[C:19]2[CH:24]=[CH:23][CH:22]=[CH:21][C:20]=2[OH:25])[O:12][C@@H:11]([N:29]2[C:38]3[N:37]=[CH:36][N:35]=[C:33]([NH2:34])[C:32]=3[N:31]=[CH:30]2)[CH2:10]1)(C(C)(C)C)(C)C.CC[CH2:41][CH2:42][N+:43](CCCC)([CH2:48][CH2:49]CC)[CH2:44][CH2:45]CC.[F-]>C1COCC1>[CH2:42]([NH+:43]([CH2:48][CH3:49])[CH2:44][CH3:45])[CH3:41].[OH:25][C:20]1[CH:21]=[CH:22][CH:23]=[CH:24][C:19]=1[C:18]([NH:17][S:16]([O:15][CH2:14][C@H:13]1[O:12][C@@H:11]([N:29]2[C:38]3[N:37]=[CH:36][N:35]=[C:33]([NH2:34])[C:32]=3[N:31]=[CH:30]2)[CH2:10][C@@H:9]1[OH:8])(=[O:27])=[O:28])=[O:26] |f:1.2,4.5|. Reported procedure: To a solution of 3′-O-tert-butyldimethylsilyl-2′-deoxy-5′-O—[N-(2-hydroxybenzoyl)sulfamoyl]-adenosine (10.5 mg, 0.018 mmol, 1.0 equiv) in THF (2.0 mL) was added TBAF (1.0 M solution in THF, 0.1 mL, 6.0 equiv) and the solution stirred 3 hours at room temperature. The reaction mixture was concentrated and purification of the residue by flash chromatography (65:35:1 EtOAc/MeOH/Et3N) afforded the title compound (5.1 mg, 50%): Rf 0.15 (3:1 EtOAc/MeOH); [α]20D −99 (c 0.25, CH3OH) 1H NMR (600 MHz, CD3O... The reactants are CC(=O)[O-], CC(=O)[O-], COC(=O)COc1ccc(Br)cc1C, CC(=O)[O-], CN(C)CC(=O)O, CN1CCCC1=O, C=Cc1ccc(-c2ccc(C(F)(F)F)cc2)cc1, [Na+], [Pd+2]. Yields the product COC(=O)COc1ccc(C=Cc2ccc(-c3ccc(C(F)(F)F)cc3)cc2)cc1C. RXN SMILES: [C:52]([O-:53])(=[O:54])[CH3:55].[C:57]([O-:58])(=[O:59])[CH3:60].[CH3:19][O:20][C:21]([CH2:22][O:23][c:24]1[c:25]([CH3:31])[cH:26][c:27]([Br:30])[cH:28][cH:29]1)=[O:32].[CH3:34][C:35](=[O:36])[O-:37].[CH3:38][N:39]([CH2:40][C:41](=[O:42])[OH:43])[CH3:44].[CH3:45][N:46]1[CH2:47][CH2:48][CH2:49][C:50]1=[O:51].[F:1][C:2]([c:3]1[cH:4][cH:5][c:6](-[c:9]2[cH:10][cH:11][c:12]([CH:15]=[CH2:16])[cH:13][cH:14]2)[cH:7][cH:8]1)([F:17])[F:18].[Na+:33].[Pd+2:56]>>[F:1][C:2]([c:3]1[cH:4][cH:5][c:6](-[c:9]2[cH:10][cH:11][c:12]([CH:15]=[CH:16][c:27]3[cH:26][c:25]([CH3:31])[c:24]([O:23][CH2:22][C:21]([O:20][CH3:19])=[O:32])[cH:29][cH:28]3)[cH:13][cH:14]2)[cH:7][cH:8]1)([F:17])[F:18]. Reactants: Cl (HCl), COC(CNC(=O)C=1SC(=CC1C)C(CC)(C1=CC(=C(C=C1)OCC(CC)(O)CC)C)CC)=O (2-[(5-{1-Ethyl-1-[4-(2-ethyl-2-hydroxy-butoxy)-3-methyl-phenyl]-propyl}-3-methyl-thiophene-2-carbonyl)-amino]-acetic acid methyl ester), [OH-].[Na+] (NaOH). Solvent: O (H2O), CO (MeOH), O (H2O). Conditions: time 8 hour. Product: C(C)C(CC)(C1=CC(=C(C=C1)OCC(CC)(O)CC)C)C1=CC(=C(S1)C(=O)NCC(=O)O)C (2-[(5-{1-Ethyl-1-[4-(2-ethyl-2-hydroxy-butoxy)-3-methyl-phenyl]-propyl}-3-methyl-thiophene-2-carbonyl)-amino]-acetic acid). Isolated yield 73.9%. As a reaction SMILES: C[O:2][C:3](=[O:34])[CH2:4][NH:5][C:6]([C:8]1[S:9][C:10]([C:14]([CH2:32][CH3:33])([C:17]2[CH:22]=[CH:21][C:20]([O:23][CH2:24][C:25]([CH2:29][CH3:30])([OH:28])[CH2:26][CH3:27])=[C:19]([CH3:31])[CH:18]=2)[CH2:15][CH3:16])=[CH:11][C:12]=1[CH3:13])=[O:7].[OH-].[Na+].Cl>CO.O>[CH2:15]([C:14]([C:10]1[S:9][C:8]([C:6]([NH:5][CH2:4][C:3]([OH:34])=[O:2])=[O:7])=[C:12]([CH3:13])[CH:11]=1)([C:17]1[CH:22]=[CH:21][C:20]([O:23][CH2:24][C:25]([CH2:26][CH3:27])([OH:28])[CH2:29][CH3:30])=[C:19]([CH3:31])[CH:18]=1)[CH2:32][CH3:33])[CH3:16] |f:1.2|. Reported procedure: 2-[(5-{1-Ethyl-1-[4-(2-ethyl-2-hydroxy-butoxy)-3-methyl-phenyl]-propyl}-3-methyl-thiophene-2-carbonyl)-amino]-acetic acid methyl ester (Example 52) (0.34 g, 0.69 mmol) is dissolved in MeOH (2 mL), treated with H2O (0.5 mL) and NaOH (0.14 g, 3.47 mmol) and the resulting mixture is heated at a reflux for two hours cooled to at ambient temperature and stirred overnight. The solution is diluted with H2O (10 mL), the pH value is adjusted to about 3-4 using 1 M HCl, it is extracted with EtOAc (40 mL)....